Dataset: the Open Reaction Database (ORD), a public repository of structured organic reaction records. Task: describe an organic reaction: reactants, conditions, products, and yield Reactants: ClC1=NC=C(C=C1)[N+](=O)[O-] (2-chloro-5-nitropyridine), C(#N)C1(CC1)C=1C=C(C(=O)NC2=C(C=CC(=C2)O)C)C=CC1 (3-(1-cyanocyclopropyl)-N-(5-hydroxy-2-methylphenyl)benzamide), C([O-])([O-])=O.[K+].[K+] (potassium carbonate). Run in CN(C=O)C (N,N-dimethylformamide). Reaction conditions: temperature 60 celsius, time 12 hour. Yields the product C(#N)C1(CC1)C=1C=C(C(=O)NC2=C(C=CC(=C2)OC2=NC=C(C=C2)[N+](=O)[O-])C)C=CC1 (3-(1-cyanocyclopropyl)-N-{2-methyl-5-[(5-nitropyridin-2-yl)oxy]phenyl}benzamide). The yield is 103.6%. As a reaction SMILES: Cl[C:2]1[CH:7]=[CH:6][C:5]([N+:8]([O-:10])=[O:9])=[CH:4][N:3]=1.[C:11]([C:13]1([C:16]2[CH:17]=[C:18]([CH:30]=[CH:31][CH:32]=2)[C:19]([NH:21][C:22]2[CH:27]=[C:26]([OH:28])[CH:25]=[CH:24][C:23]=2[CH3:29])=[O:20])[CH2:15][CH2:14]1)#[N:12].C(=O)([O-])[O-].[K+].[K+]>CN(C)C=O>[C:11]([C:13]1([C:16]2[CH:17]=[C:18]([CH:30]=[CH:31][CH:32]=2)[C:19]([NH:21][C:22]2[CH:27]=[C:26]([O:28][C:2]3[CH:7]=[CH:6][C:5]([N+:8]([O-:10])=[O:9])=[CH:4][N:3]=3)[CH:25]=[CH:24][C:23]=2[CH3:29])=[O:20])[CH2:15][CH2:14]1)#[N:12] |f:2.3.4|. Reported procedure: To a solution of 2-chloro-5-nitropyridine (3.25 g, 20.5 mmol) and 3-(1-cyanocyclopropyl)-N-(5-hydroxy-2-methylphenyl)benzamide (6.0 g, 20.5 mmol) in N,N-dimethylformamide (50 mL) was added potassium carbonate (7.08 g, 51.3 mmol), and the mixture was stirred at 60° C. for 12 hr. The reaction mixture was cooled to room temperature, and concentrated under reduced pressure. The obtained residue was diluted with ethyl acetate (300 mL), washed with water (300 mL), 5% aqueous sodium hydrogen carbonate ...